This data is from the Open Reaction Database (ORD), a public repository of structured organic reaction records. The task is: describe an organic reaction: reactants, conditions, products, and yield Reactants: BrC1=CC=C(N(C2=CC=CC=C2)C2=CC=CC=C2)C=C1 (4-Bromo-N,N-diphenylaniline), C(CCCCCCC)C1(C2=CC(=CC=C2C=2C=CC(=CC12)B1OC(C(O1)(C)C)(C)C)B1OC(C(O1)(C)C)(C)C)CCCCCCCC (2-[9,9-dioctyl-7-(4,4,5,5-tetramethyl-1,3,2-dioxaborolan-2-yl)-9H-fluoren-2-yl]-4,4,5,5-tetramethyl-1,3,2-dioxaborolane), C([O-])([O-])=O.[Na+].[Na+] (sodium carbonate), C1(=CC=CC=C1)C (toluene). The reagents and catalysts are C=1C=CC(=CC1)[P](C=2C=CC=CC2)(C=3C=CC=CC3)[Pd]([P](C=4C=CC=CC4)(C=5C=CC=CC5)C=6C=CC=CC6)([P](C=7C=CC=CC7)(C=8C=CC=CC8)C=9C=CC=CC9)[P](C=1C=CC=CC1)(C=1C=CC=CC1)C=1C=CC=CC1 (tetrakis), [Pd].C1(=CC=CC=C1)P(C1=CC=CC=C1)C1=CC=CC=C1 (triphenylphosphine palladium (0)), CCCCCCCC[N+](C)(CCCCCCCC)CCCCCCCC.[Cl-] (Aliquat™ 336). Solvent: O (water), C1(=CC=CC=C1)C.CCCCCC (toluene hexane), CC(=O)C (acetone). Reaction conditions: time 8 hour. The product is C(CCCCCCC)C1(C2=CC(=CC=C2C=2C=CC(=CC12)C1=CC=C(N(C2=CC=CC=C2)C2=CC=CC=C2)C=C1)B1OC(C(O1)(C)C)(C)C)CCCCCCCC (4-[9,9-dioctyl-7-(4,4,5,5-tetramethyl-1,3,2-dioxaborolan-2-yl)-9H-fluoren-2-yl]-N,N-diphenylaniline). Reaction SMILES: Br[C:2]1[CH:20]=[CH:19][C:5]([N:6]([C:13]2[CH:18]=[CH:17][CH:16]=[CH:15][CH:14]=2)[C:7]2[CH:12]=[CH:11][CH:10]=[CH:9][CH:8]=2)=[CH:4][CH:3]=1.[CH2:21]([C:29]1([CH2:60][CH2:61][CH2:62][CH2:63][CH2:64][CH2:65][CH2:66][CH3:67])[C:41]2[CH:40]=[C:39]([B:42]3[O:46][C:45]([CH3:48])([CH3:47])[C:44]([CH3:50])([CH3:49])[O:43]3)[CH:38]=[CH:37][C:36]=2[C:35]2[C:30]1=[CH:31][C:32](B1OC(C)(C)C(C)(C)O1)=[CH:33][CH:34]=2)[CH2:22][CH2:23][CH2:24][CH2:25][CH2:26][CH2:27][CH3:28].C(=O)([O-])[O-].[Na+].[Na+].C1(C)C=CC=CC=1>CCCCCCCC[N+](CCCCCCCC)(CCCCCCCC)C.[Cl-].CC(C)=O.C1C=CC([P]([Pd]([P](C2C=CC=CC=2)(C2C=CC=CC=2)C2C=CC=CC=2)([P](C2C=CC=CC=2)(C2C=CC=CC=2)C2C=CC=CC=2)[P](C2C=CC=CC=2)(C2C=CC=CC=2)C2C=CC=CC=2)(C2C=CC=CC=2)C2C=CC=CC=2)=CC=1.[Pd].C1(P(C2C=CC=CC=2)C2C=CC=CC=2)C=CC=CC=1.C1(C)C=CC=CC=1.CCCCCC.O>[CH2:60]([C:29]1([CH2:21][CH2:22][CH2:23][CH2:24][CH2:25][CH2:26][CH2:27][CH3:28])[C:30]2[CH:31]=[C:32]([C:2]3[CH:20]=[CH:19][C:5]([N:6]([C:13]4[CH:18]=[CH:17][CH:16]=[CH:15][CH:14]=4)[C:7]4[CH:12]=[CH:11][CH:10]=[CH:9][CH:8]=4)=[CH:4][CH:3]=3)[CH:33]=[CH:34][C:35]=2[C:36]2[C:41]1=[CH:40][C:39]([B:42]1[O:43][C:44]([CH3:49])([CH3:50])[C:45]([CH3:47])([CH3:48])[O:46]1)=[CH:38][CH:37]=2)[CH2:61][CH2:62][CH2:63][CH2:64][CH2:65][CH2:66][CH3:67] |f:2.3.4,6.7,10.11,12.13,^1:115,117,136,155|. Procedure: 4-Bromo-N,N-diphenylaniline (19.44 g, 60 mmole, 1 equiv), 2-[9,9-dioctyl-7-(4,4,5,5-tetramethyl-1,3,2-dioxaborolan-2-yl)-9H-fluoren-2-yl]-4,4,5,5-tetramethyl-1,3,2-dioxaborolane (76.9 g, 120 mmole, 2 equiv), Aliquat™ 336 (tricaprylylmethylammonium chloride) (6 g, 15 mmole, 0.25 equiv) and 2M sodium carbonate solution (75 mL, 150 mmole, 2.5 equiv) were added to 600 mL of toluene. This was purged with a stream of nitrogen for about 30 min. Under a nitrogen purge, tetrakis(triphenylphosphine pallad... The reactants are CSC1=CC=C(N)C=C1 (4-(methylmercapto) aniline), C1(=CC=C(C=C1)S(=O)(=O)Cl)C (p-toluenesulfonyl chloride). The solvent is N1=CC=CC=C1 (pyridine). Conditions: temperature 5 celsius, time 8 hour. Product: CC1=CC=C(C=C1)S(=O)(=O)NC1=CC=C(C=C1)SC (N-[(4-Methylphenyl)sulfonyl]-(4-methylmercaptophenyl)amine). Reaction SMILES: [CH3:1][S:2][C:3]1[CH:9]=[CH:8][C:6]([NH2:7])=[CH:5][CH:4]=1.[C:10]1([CH3:20])[CH:15]=[CH:14][C:13]([S:16](Cl)(=[O:18])=[O:17])=[CH:12][CH:11]=1>N1C=CC=CC=1>[CH3:20][C:10]1[CH:15]=[CH:14][C:13]([S:16]([NH:7][C:6]2[CH:8]=[CH:9][C:3]([S:2][CH3:1])=[CH:4][CH:5]=2)(=[O:18])=[O:17])=[CH:12][CH:11]=1. Procedure: Dissolve 4-(methylmercapto) aniline (1.39 g, 10 mmol) in anhydrous pyridine (25 mL) and cool to 5° C. Add, by dropwise addition, p-toluenesulfonyl chloride (2.1 g, 11 mmol) and stir overnight. Partition between water and ethyl acetate and separate the organic phase. Wash the organic phase with cold 1N hydrochloric acid, saturated sodium hydrogen carbonate and brine. Dry (MgSO4) and evaporate the solvent in vacuo to give the title compound. Reactants: C(CCC)(=O)C=1C=NC2=C(C=CC=C2C1Cl)C (3-Butyryl-4-chloro-8-methylquinoline), COC1=C(N)C=CC=C1 (2-methoxyaniline). Solvent: O1CCCC1 (tetrahydrofuran). The product is C(CCC)(=O)C=1C=NC2=C(C=CC=C2C1NC1=C(C=CC=C1)OC)C (3-butyryl-4-(2-methoxyphenylamino)-8-methylquinoline). The yield is 33.6%. RXN SMILES: [C:1]([C:6]1[CH:7]=[N:8][C:9]2[C:14]([C:15]=1Cl)=[CH:13][CH:12]=[CH:11][C:10]=2[CH3:17])(=[O:5])[CH2:2][CH2:3][CH3:4].[CH3:18][O:19][C:20]1[CH:26]=[CH:25][CH:24]=[CH:23][C:21]=1[NH2:22]>O1CCCC1>[C:1]([C:6]1[CH:7]=[N:8][C:9]2[C:14]([C:15]=1[NH:22][C:21]1[CH:23]=[CH:24][CH:25]=[CH:26][C:20]=1[O:19][CH3:18])=[CH:13][CH:12]=[CH:11][C:10]=2[CH3:17])(=[O:5])[CH2:2][CH2:3][CH3:4]. Procedure details: 3-Butyryl-4-chloro-8-methylquinoline (4.95 g, 20mmol), 2-methoxyaniline (4.51 ml, 40mmol) and tetrahydrofuran (20 ml) were stirred at room temperature overnight. The hydrochloride salt was filtered off, converted to free base and recrystallised from ethyl acetate/petroleum ether to give 3-butyryl-4-(2-methoxyphenylamino)-8-methylquinoline (2.25 g), m.p. 135°-137°.